This data is from the Open Reaction Database (ORD), a public repository of structured organic reaction records. The task is: describe an organic reaction: reactants, conditions, products, and yield Starting materials: ClCCCC(C(=O)OCC(C)C)(C)C (2-methylpropyl 5-chloro-2,2-dimethylpentanoate), ester, CC1=C(C=C(C=C1)C)[O-].[Na+] (sodium 2,5-dimethylphenolate), C1(=CC=CC=C1)C (toluene), C1(=CC=CC=C1)C (toluene). Solvent: CS(=O)C (dimethylsulfoxide), CS(=O)C (dimethylsulfoxide). The product is CC1=C(OCCCC(C(=O)O)(C)C)C=C(C=C1)C (5-(2,5-dimethylphenoxy)-2,2-dimethylpentanoic acid). The yield is 80.0%. RXN SMILES: Cl[CH2:2][CH2:3][CH2:4][C:5]([CH3:14])([CH3:13])[C:6]([O:8]CC(C)C)=[O:7].[CH3:15][C:16]1[CH:21]=[CH:20][C:19]([CH3:22])=[CH:18][C:17]=1[O-:23].[Na+].C1(C)C=CC=CC=1>CS(C)=O>[CH3:15][C:16]1[CH:21]=[CH:20][C:19]([CH3:22])=[CH:18][C:17]=1[O:23][CH2:2][CH2:3][CH2:4][C:5]([CH3:14])([CH3:13])[C:6]([OH:8])=[O:7] |f:1.2|. Procedure details: subsequently reacting said 2-methylpropyl 5-chloro-2,2-dimethylpentanoate with sodium 2,5-dimethylphenolate under reflux in a solvent comprising a mixture of from 10 parts (V/V) toluene/1 part (V/V) dimethylsulfoxide to 5 parts (V/V) toluene/1 part (V/V) dimethylsulfoxide, hydrolyzing the resulting ester, and thereafter acidifying the mixture and isolating 5-(2,5-dimethylphenoxy)-2,2-dimethylpentanoic acid; Reactants: NC=1C=C(C(=O)O)C(=CC1OC)F (3-amino-4-methoxy-6-fluorobenzoic acid), C(CC)(=O)Cl (propionyl chloride), COC=1C=C(N)C=C(C1OC)OC (3,4,5-trimethoxyaniline). Yields the product COC=1C=C(C=C(C1OC)OC)NC(C1=CC(=C(C=C1F)OC)NC(CC)=O)=O (N-(3′,4′,5′-trimethoxyphenyl)-3-propionamido-4-methoxy-6-fluorobenzamide). Reaction SMILES: [NH2:1][C:2]1[CH:3]=[C:4]([C:8]([F:13])=[CH:9][C:10]=1[O:11][CH3:12])[C:5]([OH:7])=O.[C:14](Cl)(=[O:17])[CH2:15][CH3:16].[CH3:19][O:20][C:21]1[CH:22]=[C:23]([CH:25]=[C:26]([O:30][CH3:31])[C:27]=1[O:28][CH3:29])[NH2:24]>>[CH3:31][O:30][C:26]1[CH:25]=[C:23]([NH:24][C:5](=[O:7])[C:4]2[C:8]([F:13])=[CH:9][C:10]([O:11][CH3:12])=[C:2]([NH:1][C:14](=[O:17])[CH2:15][CH3:16])[CH:3]=2)[CH:22]=[C:21]([O:20][CH3:19])[C:27]=1[O:28][CH3:29]. Procedure details: Compound 79 is synthesized following a similar method as in Example 1 and using 3-amino-4-methoxy-6-fluorobenzoic acid, propionyl chloride and 3,4,5-trimethoxyaniline as materials. Total yield of the two steps: 66%. Starting materials: FC(C=1C=C(CN(C2=NC=C(C=N2)OCCCC(=O)OC(C)(C)C)CC2=C(C=CC(=C2)OC(F)(F)F)C2=C(C=CC(=C2)C(C)C)OC)C=C(C1)C(F)(F)F)(F)F (tert-butyl 4-{2-[(3,5-bis-trifluoromethyl-benzyl)-(5′-isopropyl-2′-methoxy-4-trifluoromethoxy-biphenyl-2-ylmethyl)-amino]-pyrimidin-5-yloxy}-butyrate), Cl.O1CCOCC1 (hydrogen chloride dioxane), [OH-].[Na+] (sodium hydroxide). The solvent is C(Cl)(Cl)Cl (chloroform). Reaction conditions: time 8 hour. Product: FC(C=1C=C(CN(C2=NC=C(C=N2)OCCCC(=O)O)CC2=C(C=CC(=C2)OC(F)(F)F)C2=C(C=CC(=C2)C(C)C)OC)C=C(C1)C(F)(F)F)(F)F (4-{2-[(3,5-bis-trifluoromethyl-benzyl)-(5′-isopropyl-2′-methoxy-4-trifluoromethoxy-biphenyl-2-ylmethyl)-amino]-pyrimidin-5-yloxy}-butanoic acid). Yield: 87.9%. As a reaction SMILES: [F:1][C:2]([F:56])([F:55])[C:3]1[CH:4]=[C:5]([CH:48]=[C:49]([C:51]([F:54])([F:53])[F:52])[CH:50]=1)[CH2:6][N:7]([CH2:25][C:26]1[CH:31]=[C:30]([O:32][C:33]([F:36])([F:35])[F:34])[CH:29]=[CH:28][C:27]=1[C:37]1[CH:42]=[C:41]([CH:43]([CH3:45])[CH3:44])[CH:40]=[CH:39][C:38]=1[O:46][CH3:47])[C:8]1[N:13]=[CH:12][C:11]([O:14][CH2:15][CH2:16][CH2:17][C:18]([O:20]C(C)(C)C)=[O:19])=[CH:10][N:9]=1.Cl.O1CCOCC1.[OH-].[Na+]>C(Cl)(Cl)Cl>[F:56][C:2]([F:1])([F:55])[C:3]1[CH:4]=[C:5]([CH:48]=[C:49]([C:51]([F:52])([F:53])[F:54])[CH:50]=1)[CH2:6][N:7]([CH2:25][C:26]1[CH:31]=[C:30]([O:32][C:33]([F:36])([F:35])[F:34])[CH:29]=[CH:28][C:27]=1[C:37]1[CH:42]=[C:41]([CH:43]([CH3:45])[CH3:44])[CH:40]=[CH:39][C:38]=1[O:46][CH3:47])[C:8]1[N:9]=[CH:10][C:11]([O:14][CH2:15][CH2:16][CH2:17][C:18]([OH:20])=[O:19])=[CH:12][N:13]=1 |f:1.2,3.4|. Procedure: To tert-butyl 4-{2-[(3,5-bis-trifluoromethyl-benzyl)-(5′-isopropyl-2′-methoxy-4-trifluoromethoxy-biphenyl-2-ylmethyl)-amino]-pyrimidin-5-yloxy}-butyrate (57 mg) is added 4N-hydrogen chloride/dioxane solution (2 ml) and the mixture is stirred at room temperature overnight. To the reaction solution are added an aqueous saturated sodium hydroxide solution and chloroform, and the mixture is separated, dried over magnesium sulphate and concentrated under reduced pressure. The resulting residue is pur...